From a dataset of the Open Reaction Database (ORD), a public repository of structured organic reaction records. describe an organic reaction: reactants, conditions, products, and yield As a reaction SMILES: [CH2:1]=[C:2]([C:6]1[CH:18]=[CH:17][C:16]2[C:15]3[C:10](=[CH:11][CH:12]=[CH:13][CH:14]=3)[CH2:9][C:8]=2[CH:7]=1)[C:3]([OH:5])=[O:4]>O1CCOCC1.[Pd]>[CH3:1][CH:2]([C:6]1[CH:18]=[CH:17][C:16]2[C:15]3[C:10](=[CH:11][CH:12]=[CH:13][CH:14]=3)[CH2:9][C:8]=2[CH:7]=1)[C:3]([OH:5])=[O:4]. Isolated yield 99.2%. Yields the product CC(C(=O)O)C1=CC=2CC3=CC=CC=C3C2C=C1 (α-Methyl fluorene-2-acetic acid). The reactants are C=C(C(=O)O)C1=CC=2CC3=CC=CC=C3C2C=C1 (α-methylenefluorene-2-acetic acid). The reagents and catalysts are [Pd] (palladium on charcoal). Solvent: O1CCOCC1 (dioxane). Procedure details: A solution of α-methylenefluorene-2-acetic acid (2.6g.) in dioxane (50ml.) is hydrogenated in the presence of 5% palladium on charcoal (800mg.). The mixture is filtered and the filtrate evaporated to dryness. The residue is sublimed to afford the title compound (2.6g.). The analytical sample is prepared by recrystallization from aqueous methanol, mp 181°-182°. Starting materials: CN(C)CCN(C)C (TMEDA), CN(C)C=O (DMF), ClC=1C=C(C(=O)NC(C)(C2=CC=CC=C2)C)C=CC1F (3-chloro-4-fluoro-N-(1-methyl-1-phenylethyl)benzamide). Run in C1CCOC1 (THF). Yields the product ClC1=C2C(N(C(C2=CC=C1F)=O)C(C)(C1=CC=CC=C1)C)O (4-chloro-3-hydroxy-5-fluoro-2-(1-methyl-1-phenylethyl)isoindolinone). The yield is 45.5%. RXN SMILES: [Cl:1][C:2]1[CH:3]=[C:4]([CH:17]=[CH:18][C:19]=1[F:20])[C:5]([NH:7][C:8]([CH3:16])([C:10]1[CH:15]=[CH:14][CH:13]=[CH:12][CH:11]=1)[CH3:9])=[O:6].CN(CCN(C)C)C.CN([CH:32]=[O:33])C>C1COCC1>[Cl:1][C:2]1[C:19]([F:20])=[CH:18][CH:17]=[C:4]2[C:3]=1[CH:32]([OH:33])[N:7]([C:8]([CH3:16])([C:10]1[CH:15]=[CH:14][CH:13]=[CH:12][CH:11]=1)[CH3:9])[C:5]2=[O:6]. Procedure: In a similar manner to Step 2 of Example 16, 3-chloro-4-fluoro-N-(1-methyl-1-phenylethyl)benzamide (3.00 g, 10.3 mmol) was dissolved in THF (120 mL), and the solution was treated with TMEDA (5.00 mL, 32.9 mmol), sec-butyl lithium-hexane solution (1.01 mol/L, 32.6 mL, 32.9 mmol) and DMF (1.80 mL, 22.6 mmol), followed by purification by flash column chromatography (chloroform) and by slurry (chloroform) to obtain 4-chloro-3-hydroxy-5-fluoro-2-(1-methyl-1-phenylethyl)isoindolinone (1.50 g, yield 46... The reactants are ClC=1C=C(C=CC1Cl)[C@@H]1CN(CCO[C@H]1C(C=C)(C=C)O)C(=O)OC(C)(C)C (tert-butyl (6R,7R)-6-(3,4-dichlorophenyl)-7-(3-hydroxypent-1,4-dien-3-yl)-1,4-oxazepane-4-carboxylate), O=[O+][O-] (ozone), CO (methanol), O (Water), [BH4-].[Na+] (Sodium tetrahydroborate). The product is ClC=1C=C(C=CC1Cl)[C@@H]1CN(CCO[C@H]1C(CO)(CO)O)C(=O)OC(C)(C)C (tert-butyl (6R,7R)-6-(3,4-dichlorophenyl)-7-(1,2,3-trihydroxypropan-2-yl)-1,4-oxazepane-4-carboxylate). Reaction SMILES: [Cl:1][C:2]1[CH:3]=[C:4]([C@H:9]2[C@H:15]([C:16]([OH:21])([CH:19]=C)[CH:17]=C)[O:14][CH2:13][CH2:12][N:11]([C:22]([O:24][C:25]([CH3:28])([CH3:27])[CH3:26])=[O:23])[CH2:10]2)[CH:5]=[CH:6][C:7]=1[Cl:8].O=[O+][O-].[BH4-].[Na+].[OH2:34].C[OH:36]>>[Cl:1][C:2]1[CH:3]=[C:4]([C@H:9]2[C@H:15]([C:16]([OH:21])([CH2:17][OH:36])[CH2:19][OH:34])[O:14][CH2:13][CH2:12][N:11]([C:22]([O:24][C:25]([CH3:26])([CH3:27])[CH3:28])=[O:23])[CH2:10]2)[CH:5]=[CH:6][C:7]=1[Cl:8] |f:2.3|. Procedure details: Into a solution of tert-butyl (6R,7R)-6-(3,4-dichlorophenyl)-7-(3-hydroxypent-1,4-dien-3-yl)-1,4-oxazepane-4-carboxylate (2.31 g) in methanol (50 ml) was introduced an ozone gas (from ozone developing apparatus) at −78° C. with stirring. When the solution turned pale-blue, introduction was stopped, and a nitrogen gas was introduced instead until the pale-blue color disappeared. Sodium tetrahydroborate (612 mg) was added at −78° C., and the mixture was warmed with stirring to room temperature, an... Reaction SMILES: [CH3:17][OH:18].[Cl:1][CH2:2][CH2:3][O:4][C:5](=[O:6])[NH:7][c:8]1[cH:9][cH:10][c:11]2[cH:12][cH:13][nH:14][c:15]2[cH:16]1>>[CH2:2]1[CH2:3][O:4][C:5](=[O:6])[N:7]1[c:8]1[cH:9][cH:10][c:11]2[cH:12][cH:13][nH:14][c:15]2[cH:16]1. Reactants: CO, O=C(Nc1ccc2cc[nH]c2c1)OCCCl. Product: O=C1OCCN1c1ccc2cc[nH]c2c1. The reactants are NC1=C(C=C(C=2C(C3=CC=CC=C3C(C12)=O)=O)SC1=CC=C(C=C1)S(=O)(=O)O)OC1=CC(=C(C=C1)S(=O)(=O)O)N (1-amino-2-(3'-amino-4'-sulfophenoxy)-4-(4'-sulfophenylthio)anthraquinone), N1=C(Cl)N=C(Cl)N=C1Cl (cyanuric chloride), 1-aminobenzene 3-β-sulfatoethylsulfone. The product is C1=CC=CC=2C(C3=CC=CC=C3C(C12)=O)=O (anthraquinone). RXN SMILES: N[C:2]1[C:15]2[C:14](=[O:16])[C:13]3[C:8](=[CH:9][CH:10]=[CH:11][CH:12]=3)[C:7](=[O:17])[C:6]=2[C:5](SC2C=CC(S(O)(=O)=O)=CC=2)=[CH:4][C:3]=1OC1C=CC(S(O)(=O)=O)=C(N)C=1.N1C(Cl)=NC(Cl)=NC=1Cl>>[CH:9]1[C:8]2[C:7](=[O:17])[C:6]3[C:15](=[CH:2][CH:3]=[CH:4][CH:5]=3)[C:14](=[O:16])[C:13]=2[CH:12]=[CH:11][CH:10]=1. Reported procedure: Example 1 was repeated, except that the compounds shown in 1st, 2nd and 3rd column of the following table were used in place of the 1-amino-2-(3'-amino-4'-sulfophenoxy)-4-(4'-sulfophenylthio)anthraquinone, cyanuric chloride and 1-aminobenzene-3-β-sulfatoethylsulfone, respectively, thereby obtaining a corresponding anthraquinone compound. A color shade obtained by dyeing cotton with the compound is as shown in a 4th column of the table. The reactants are CC(=O)O[BH-](OC(C)=O)OC(C)=O, CCCCOCCOc1ccc(-c2ccc3c(c2)C=C(C(=O)Nc2ccc(C(O)c4cccc[n+]4[O-])cc2)CCN3)cc1, CC(=O)O, Cn1cc(C=O)cn1, ClCCCl, [Na+], O. Yields the product CCCCOCCOc1ccc(-c2ccc3c(c2)C=C(C(=O)Nc2ccc(C(O)c4cccc[n+]4[O-])cc2)CCN3Cc2cnn(C)c2)cc1. RXN SMILES: [C:52]([O:53][BH-:54]([O:55][C:56](=[O:57])[CH3:58])[O:59][C:60](=[O:61])[CH3:62])(=[O:63])[CH3:64].[CH2:1]([CH2:2][CH2:3][CH3:4])[O:5][CH2:6][CH2:7][O:8][c:9]1[cH:10][cH:11][c:12](-[c:15]2[cH:16][cH:17][c:18]3[c:19]([cH:43]2)[CH:20]=[C:21]([C:25](=[O:26])[NH:27][c:28]2[cH:29][cH:30][c:31]([CH:34]([c:35]4[n+:36]([O-:41])[cH:37][cH:38][cH:39][cH:40]4)[OH:42])[cH:32][cH:33]2)[CH2:22][CH2:23][NH:24]3)[cH:13][cH:14]1.[CH3:66][C:67](=[O:68])[OH:69].[CH:44](=[O:45])[c:46]1[cH:47][n:48][n:49]([CH3:51])[cH:50]1.[Cl:70][CH2:71][CH2:72][Cl:73].[Na+:65].[OH2:74]>>[CH2:1]([CH2:2][CH2:3][CH3:4])[O:5][CH2:6][CH2:7][O:8][c:9]1[cH:10][cH:11][c:12](-[c:15]2[cH:16][cH:17][c:18]3[c:19]([cH:43]2)[CH:20]=[C:21]([C:25](=[O:26])[NH:27][c:28]2[cH:29][cH:30][c:31]([CH:34]([c:35]4[n+:36]([O-:41])[cH:37][cH:38][cH:39][cH:40]4)[OH:42])[cH:32][cH:33]2)[CH2:22][CH2:23][N:24]3[CH2:44][c:46]2[cH:47][n:48][n:49]([CH3:51])[cH:50]2)[cH:13][cH:14]1. Starting materials: COC1=C(C(=O)OC)C(=CC=N1)C#CC1=CC=CC=C1 (Methyl 2-methoxy-4-(phenylethynyl)nicotinate), N (NH3). Run in CO (MeOH). Reaction conditions: temperature 115 celsius. The product is COC=1N=CC=C2C=C(NC(C12)=O)C1=CC=CC=C1 (8-methoxy-3-phenyl-2,7-naphthyridin-1(2H)-one). Reaction SMILES: [CH3:1][O:2][C:3]1[N:12]=[CH:11][CH:10]=[C:9]([C:13]#[C:14][C:15]2[CH:20]=[CH:19][CH:18]=[CH:17][CH:16]=2)[C:4]=1[C:5](OC)=[O:6].[NH3:21]>CO>[CH3:1][O:2][C:3]1[N:12]=[CH:11][CH:10]=[C:9]2[C:4]=1[C:5](=[O:6])[NH:21][C:14]([C:15]1[CH:20]=[CH:19][CH:18]=[CH:17][CH:16]=1)=[CH:13]2. Reported procedure: Methyl 2-methoxy-4-(phenylethynyl)nicotinate (100 mg, 0.37 mmol) is dissolved in 7% NH3 in MeOH (3 mL) and heated at 115° C. in a sealed tube for 24 hours. The reaction mixture is cooled to 0° C. and the cyclized product is crystallized out. The compound is collected by filtration and dried after washing with hexanes. MS m/z 253.1 (M+1).